From a dataset of the Open Reaction Database (ORD), a public repository of structured organic reaction records. describe an organic reaction: reactants, conditions, products, and yield The reactants are CCCCCCCN, CCOC(=O)C(=Cc1ccc(-c2cccc(N(C)C(=O)Oc3ccc([N+](=O)[O-])cc3)n2)cc1)OCC, CCOC(C)=O, CN(C)C=O, O. Product: CCCCCCCNC(=O)N(C)c1cccc(-c2ccc(C=C(OCC)C(=O)OCC)cc2)n1. As a reaction SMILES: [CH2:1]([CH2:2][CH2:3][CH2:4][CH2:5][CH2:6][CH3:7])[NH2:8].[CH2:9]([CH3:10])[O:11][C:12]([C:13](=[O:14])[O:15][CH2:16][CH3:17])=[CH:18][c:19]1[cH:20][cH:21][c:22](-[c:25]2[n:26][c:27]([N:31]([C:32](=[O:33])[O:34][c:35]3[cH:36][cH:37][c:38]([N+:39]([O-:40])=[O:41])[cH:42][cH:43]3)[CH3:44])[cH:28][cH:29][cH:30]2)[cH:23][cH:24]1.[CH3:46][CH2:47][O:48][C:49](=[O:50])[CH3:51].[CH3:52][N:53]([CH3:54])[CH:55]=[O:56].[OH2:45]>>[CH2:1]([CH2:2][CH2:3][CH2:4][CH2:5][CH2:6][CH3:7])[NH:8][C:32]([N:31]([c:27]1[n:26][c:25](-[c:22]2[cH:21][cH:20][c:19]([CH:18]=[C:12]([O:11][CH2:9][CH3:10])[C:13](=[O:14])[O:15][CH2:16][CH3:17])[cH:24][cH:23]2)[cH:30][cH:29][cH:28]1)[CH3:44])=[O:33].